Dataset: the Open Reaction Database (ORD), a public repository of structured organic reaction records. Task: describe an organic reaction: reactants, conditions, products, and yield The reactants are O=C1CCC(=O)N1Br, CN(C)C=O, CCOC(C)=O, c1ccc(-c2nccs2)cc1. The product is Brc1cnc(-c2ccccc2)s1. RXN SMILES: [Br:1][N:2]1[C:3](=[O:4])[CH2:5][CH2:6][C:7]1=[O:8].[CH3:20][N:21]([CH3:22])[CH:23]=[O:24].[CH3:25][CH2:26][O:27][C:28](=[O:29])[CH3:30].[c:9]1(-[c:15]2[s:16][cH:17][cH:18][n:19]2)[cH:10][cH:11][cH:12][cH:13][cH:14]1>>[Br:1][c:17]1[s:16][c:15](-[c:9]2[cH:10][cH:11][cH:12][cH:13][cH:14]2)[n:19][cH:18]1. Run at temperature 0 celsius, time 30 minute. Procedure details: The N-(2-hydroxy-4-aminophenyl)-N′-(2-methoxyphenyl)urea (300 mg, 1.17 mmol) was added to HCl/H2O (1.17 mL/2.34 mL), cooled to 0° C. Sodium nitrite (80.7 mg, 1.17 mmol) was added to the reaction mixture. The reaction mixture was stirred at 0° C. for 30 minutes. The sodium azide (76 mg, 1.17 mmol) was added to reaction mixture and it was warmed to room temperature. The reaction mixture was stirred at room temperature for 18 hours. Then it was extracted with three times by ethyl acetate. The organ... RXN SMILES: [OH:1][C:2]1[CH:7]=[C:6]([NH2:8])[CH:5]=[CH:4][C:3]=1[NH:9][C:10]([NH:12][C:13]1[CH:18]=[CH:17][CH:16]=[CH:15][C:14]=1[O:19][CH3:20])=[O:11].Cl.O.N([O-])=O.[Na+].[N-:27]=[N+:28]=[N-].[Na+]>>[OH:1][C:2]1[CH:7]=[C:6]([N:8]=[N+:27]=[N-:28])[CH:5]=[CH:4][C:3]=1[NH:9][C:10]([NH:12][C:13]1[CH:18]=[CH:17][CH:16]=[CH:15][C:14]=1[O:19][CH3:20])=[O:11] |f:1.2,3.4,5.6|. Reactants: [N-]=[N+]=[N-].[Na+] (sodium azide), OC1=C(C=CC(=C1)N)NC(=O)NC1=C(C=CC=C1)OC (N-(2-hydroxy-4-aminophenyl)-N′-(2-methoxyphenyl)urea), Cl.O (HCl H2O), N(=O)[O-].[Na+] (Sodium nitrite). The product is OC1=C(C=CC(=C1)N=[N+]=[N-])NC(=O)NC1=C(C=CC=C1)OC (N-(2-hydroxy-4-azidophenyl)-N′-(2-methoxyphenyl)urea). The yield is 35.7%. Starting materials: FC1=CC=C(CN2C=NC3=C2C=NC(=C3)C(=O)O)C=C1 (3-(4-fluorobenzyl)-3H-imidazo[4,5-c]pyridine-6-carboxylic acid), Cl.C(C=C)ON (N-allyloxyamine hydrochloride). The product is C(C=C)ONC(=O)C1=CC2=C(C=N1)N(C=N2)CC2=CC=C(C=C2)F (N-(Allyloxy)-3-(4-fluorobenzyl)-3H-imidazo[4,5-c]pyridine-6-carboxamide). RXN SMILES: [F:1][C:2]1[CH:20]=[CH:19][C:5]([CH2:6][N:7]2[C:11]3[CH:12]=[N:13][C:14]([C:16]([OH:18])=O)=[CH:15][C:10]=3[N:9]=[CH:8]2)=[CH:4][CH:3]=1.Cl.[CH2:22]([O:25][NH2:26])[CH:23]=[CH2:24]>>[CH2:22]([O:25][NH:26][C:16]([C:14]1[N:13]=[CH:12][C:11]2[N:7]([CH2:6][C:5]3[CH:4]=[CH:3][C:2]([F:1])=[CH:20][CH:19]=3)[CH:8]=[N:9][C:10]=2[CH:15]=1)=[O:18])[CH:23]=[CH2:24] |f:1.2|. Procedure details: The title compound was prepared by coupling of 3-(4-fluorobenzyl)-3H-imidazo[4,5-c]pyridine-6-carboxylic acid and N-allyloxyamine hydrochloride under the same conditions as those in step (c) of example 1. 1H NMR (300 MHz, MeOH-d4) δ; 8.71 (s, 1H), 8.53 (s, 1H), 8.31 (s, 1H), 7.40–7.33 (m, 2H), 7.09–7.01 (m, 2H), 6.01–5.99 (m, 1H), 5.57 (s, 2H), 5.40–5.20 (m, 2H), 4.41 (d, 2H, J=6.0 Hz). LCMS (API-ES, M+H+): 327.0.1. HRMS calcd for C17H16FN4O2 (M+H) 327.1257. found 327.1248. HPLC: 100% purity. Reactants: CCC#CCBr, ClC(Cl)Cl, O=C(OC1CN2CCC1CC2)C(O)(c1cccs1)c1cccs1. Product: [Br-], CCC#CC[N+]12CCC(CC1)C(OC(=O)C(O)(c1cccs1)c1cccs1)C2. As a reaction SMILES: [Br:1][CH2:2][C:3]#[C:4][CH2:5][CH3:6].[CH:30]([Cl:31])([Cl:32])[Cl:33].[N:7]12[CH2:8][CH:9]([O:15][C:16]([C:17]([c:18]3[s:19][cH:20][cH:21][cH:22]3)([c:23]3[s:24][cH:25][cH:26][cH:27]3)[OH:28])=[O:29])[CH:10]([CH2:11][CH2:12]1)[CH2:13][CH2:14]2>>[Br-:1].[CH2:2]([C:3]#[C:4][CH2:5][CH3:6])[N+:7]12[CH2:8][CH:9]([O:15][C:16]([C:17]([c:18]3[s:19][cH:20][cH:21][cH:22]3)([c:23]3[s:24][cH:25][cH:26][cH:27]3)[OH:28])=[O:29])[CH:10]([CH2:11][CH2:12]1)[CH2:13][CH2:14]2. Reactants: CC(C)=O, CS(=O)(=O)OCCCCC(C#N)(CF)N1C(=O)c2ccccc2C1=O, [I-], [Na+]. The product is N#CC(CF)(CCCCI)N1C(=O)c2ccccc2C1=O. Reaction SMILES: [CH3:28][C:29](=[O:30])[CH3:31].[F:1][CH2:2][C:3]([C:4]#[N:5])([CH2:6][CH2:7][CH2:8][CH2:9][O:10][S:11]([CH3:12])(=[O:13])=[O:14])[N:15]1[C:16](=[O:25])[c:17]2[c:18]([cH:21][cH:22][cH:23][cH:24]2)[C:19]1=[O:20].[I-:27].[Na+:26]>>[F:1][CH2:2][C:3]([C:4]#[N:5])([CH2:6][CH2:7][CH2:8][CH2:9][I:27])[N:15]1[C:16](=[O:25])[c:17]2[c:18]([cH:21][cH:22][cH:23][cH:24]2)[C:19]1=[O:20]. The reactants are ClC1(C(=CC=CC1)C1=CC=CC=C1)CCCC#N (4-(2-chloro[1,1'-biphenyl]-2-yl)butanenitrile), [OH-].[K+] (potassium hydroxide), O (water), [Cl-].[Na+] (sodium chloride), Cl (hydrochloric acid). Solvent: C(CO)O (ethylene glycol), ice water. Product: ClC=1C(=C(C=CC1)C1=CC=CC=C1)CCCC(=O)O (4-(3-chloro[1,1'-biphenyl]-2-yl)butanoic acid). Reaction SMILES: Cl[C:2]1([CH2:14][CH2:15][CH2:16][C:17]#N)[CH2:7][CH:6]=[CH:5][CH:4]=[C:3]1[C:8]1[CH:13]=[CH:12][CH:11]=[CH:10][CH:9]=1.[OH-:19].[K+].[ClH:21].[Cl-].[Na+].[OH2:24]>C(O)CO>[Cl:21][C:7]1[C:2]([CH2:14][CH2:15][CH2:16][C:17]([OH:24])=[O:19])=[C:3]([C:8]2[CH:13]=[CH:12][CH:11]=[CH:10][CH:9]=2)[CH:4]=[CH:5][CH:6]=1 |f:1.2,4.5|. Procedure: A stirred solution of 4-(2-chloro[1,1'-biphenyl]-2-yl)butanenitrile (2.7 g, 0.011 mole), potassium hydroxide (6.9 g, 0.11 mole), and ethylene glycol (25 ml) in water (25 ml) was heated at reflux for approximately 18 hours. The reaction mixture was cooled to room temperature, diluted with ice water (100 g) and acidified with concentrated hydrochloric acid. The mixture was saturated with sodium chloride, then extracted with diethyl ether (three 100 ml portions) and methylene chloride (100 ml). The... The reactants are C(=O)(C(F)(F)F)O (TFA), C1(CC1)C(=O)N[C@H]1CN(CC1)C(=O)OC(C)(C)C ((R)-tert-butyl 3-(cyclopropanecarboxamido)pyrrolidine-1-carboxylate). Solvent: C(Cl)Cl (CH2Cl2). Run at time 30 minute. The product is N1C[C@@H](CC1)NC(=O)C1CC1 (N—((R)-pyrrolidin-3-yl)cyclopropanecarboxamide). Yield: 82.7%. RXN SMILES: C(O)(C(F)(F)F)=O.[CH:8]1([C:11]([NH:13][C@@H:14]2[CH2:18][CH2:17][N:16](C(OC(C)(C)C)=O)[CH2:15]2)=[O:12])[CH2:10][CH2:9]1>C(Cl)Cl>[NH:16]1[CH2:17][CH2:18][C@@H:14]([NH:13][C:11]([CH:8]2[CH2:9][CH2:10]2)=[O:12])[CH2:15]1. Procedure: TFA (1 mL) was added to a solution of (R)-tert-butyl 3-(cyclopropanecarboxamido)pyrrolidine-1-carboxylate (500 mg, 1.96 mmol) in 5 mL CH2Cl2. After stirring for 30 min, the reaction was quenched with 1M NaOH solution till neutral and extracted twice with EtOAc. The organic extracts were combined, dried over MgSO4, filtered, and concentrated to yield N—((R)-pyrrolidin-3-yl)cyclopropanecarboxamide (250 mg) which was used without further purification. LC/MS: m/z 155.3 (M+H)+ at 0.6 min (10%-99% CH3... Reaction SMILES: [C:1](#[N:2])[c:3]1[cH:4][cH:5][c:6](-[c:9]2[cH:10][c:11]3[cH:12][n:13][n:14]([CH3:40])[c:15]3[c:16]([CH2:18][O:19][CH2:20][C:21]3([c:34]4[cH:35][cH:36][cH:37][cH:38][cH:39]4)[CH2:22][CH2:23][N:24]([C:27]([O:28][C:29]([CH3:30])([CH3:31])[CH3:32])=[O:33])[CH2:25][CH2:26]3)[cH:17]2)[cH:7][cH:8]1.[OH:41][C:42]([C:43]([F:44])([F:45])[F:46])=[O:47]>>[C:1](#[N:2])[c:3]1[cH:4][cH:5][c:6](-[c:9]2[cH:10][c:11]3[cH:12][n:13][n:14]([CH3:40])[c:15]3[c:16]([CH2:18][O:19][CH2:20][C:21]3([c:34]4[cH:35][cH:36][cH:37][cH:38][cH:39]4)[CH2:22][CH2:23][NH:24][CH2:25][CH2:26]3)[cH:17]2)[cH:7][cH:8]1. Starting materials: Cn1ncc2cc(-c3ccc(C#N)cc3)cc(COCC3(c4ccccc4)CCN(C(=O)OC(C)(C)C)CC3)c21, O=C(O)C(F)(F)F. The product is Cn1ncc2cc(-c3ccc(C#N)cc3)cc(COCC3(c4ccccc4)CCNCC3)c21. Starting materials: ice, CC1(CN=C2N(C=3C=CC(=CC3C23OCCCO3)C#N)C1)C (3′,3′-dimethyl-3′,4′-dihydro-2′H-spiro[1,3-dioxane-2,10′-pyrimido[1,2-a]indole]-8′-carbonitrile), [NH4+].[OH-] (NH4OH). Solvent: CS(=O)(=O)O (methanesulfonic acid). Run at time 1.5 hour. Product: CC1(CN=C2N(C=3C=CC(=CC3C2=O)C#N)C1)C (3,3-Dimethyl-10-oxo-2,3,4,10-tetrahydropyrimido[1,2-a]indole-8-carbonitrile). Yield: 94.0%. Reaction SMILES: [CH3:1][C:2]1([CH3:22])[CH2:21][N:6]2[C:7]3[CH:8]=[CH:9][C:10]([C:19]#[N:20])=[CH:11][C:12]=3[C:13]3(OCCC[O:14]3)[C:5]2=[N:4][CH2:3]1.[NH4+].[OH-]>CS(O)(=O)=O>[CH3:1][C:2]1([CH3:22])[CH2:21][N:6]2[C:7]3[CH:8]=[CH:9][C:10]([C:19]#[N:20])=[CH:11][C:12]=3[C:13](=[O:14])[C:5]2=[N:4][CH2:3]1 |f:1.2|. Procedure details: At room temperature a solution containing 3′,3′-dimethyl-3′,4′-dihydro-2′H-spiro[1,3-dioxane-2,10′-pyrimido[1,2-a]indole]-8′-carbonitrile in methanesulfonic acid was stirred for 1.5 h. The reaction was poured carefully onto crushed ice (100 mL), basified with concentrated NH4OH and extracted with CH2Cl2. The combined organic extracts were washed with H2O (1×), dried (Na2SO4) and purified on Biotage KP-Sil eluting with 40% acetone/hexane to give 0.119 g (94%) of the title compound as a yellow sol... Starting materials: CCOP(=O)(CCCN)OCC, CC(=O)OC(C)=O, c1ccncc1. The product is CCOP(=O)(CCCNC(C)=O)OCC. As a reaction SMILES: [CH2:1]([CH3:2])[O:3][P:4]([O:5][CH2:6][CH3:7])(=[O:8])[CH2:9][CH2:10][CH2:11][NH2:12].[CH3:13][C:14](=[O:15])[O:16][C:17](=[O:18])[CH3:19].[cH:20]1[cH:21][cH:22][n:23][cH:24][cH:25]1>>[CH2:1]([CH3:2])[O:3][P:4]([O:5][CH2:6][CH3:7])(=[O:8])[CH2:9][CH2:10][CH2:11][NH:12][C:14]([CH3:13])=[O:15].